Dataset: the Open Reaction Database (ORD), a public repository of structured organic reaction records. Task: describe an organic reaction: reactants, conditions, products, and yield Starting materials: COC1=C(C=CC=C1)N1CCN(CC1)C1CC=C(CC1)C1=CC=C(C=C1)C1=CC=CC=C1 (1-(2-Methoxyphenyl)-4-(1-(4-phenylphenyl)cyclohex-1-en-4-yl)piperazine). The reagents and catalysts are [Pd] (Pd/C). The solvent is C(C)(=O)O (acetic acid). Product: COC1=C(C=CC=C1)N1CCN(CC1)[C@@H]1CC[C@H](CC1)C1=CC=C(C=C1)C1=CC=CC=C1 (Trans-1-(2-Methoxyphenyl)-4-(1-(4-phenylphenyl)cyclohex-4-yl)piperazine). Reaction SMILES: [CH3:1][O:2][C:3]1[CH:8]=[CH:7][CH:6]=[CH:5][C:4]=1[N:9]1[CH2:14][CH2:13][N:12]([CH:15]2[CH2:20][CH2:19][C:18]([C:21]3[CH:26]=[CH:25][C:24]([C:27]4[CH:32]=[CH:31][CH:30]=[CH:29][CH:28]=4)=[CH:23][CH:22]=3)=[CH:17][CH2:16]2)[CH2:11][CH2:10]1>C(O)(=O)C.[Pd]>[CH3:1][O:2][C:3]1[CH:8]=[CH:7][CH:6]=[CH:5][C:4]=1[N:9]1[CH2:10][CH2:11][N:12]([C@H:15]2[CH2:20][CH2:19][C@H:18]([C:21]3[CH:22]=[CH:23][C:24]([C:27]4[CH:32]=[CH:31][CH:30]=[CH:29][CH:28]=4)=[CH:25][CH:26]=3)[CH2:17][CH2:16]2)[CH2:13][CH2:14]1. Reported procedure: 1-(2-Methoxyphenyl)-4-(1-(4-phenylphenyl)cyclohex-1-en-4-yl)piperazine (2.7 g, 5.4 mmol) was hydrogenated at 50 psi (about 3.5×105N.m-2) above atmospheric pressure at 45° C. in acetic acid (50 ml), using 10% Pd/C (2.4 g) as a catalyst for three days. The volatiles were evaporated in vacuo and the residue was partitioned between dichloromethane (150 ml) and sat. NaHCO3 (200 ml). The organic layer was separated and washed with brine and evaporated in vacuo. The residues were recrystallised from di...